The task is: describe an organic reaction: reactants, conditions, products, and yield. This data is from the Open Reaction Database (ORD), a public repository of structured organic reaction records. Reactants: CC1(C)CN(CCOCc2ccccc2)CC(C)(C)O1, CO, [H][H]. Yields the product CC1(C)CN(CCO)CC(C)(C)O1. Reaction SMILES: [CH2:1]([c:2]1[cH:3][cH:4][cH:5][cH:6][cH:7]1)[O:8][CH2:9][CH2:10][N:11]1[CH2:12][C:13]([CH3:19])([CH3:20])[O:14][C:15]([CH3:17])([CH3:18])[CH2:16]1.[CH3:23][OH:24].[H:21][H:22]>>[OH:8][CH2:9][CH2:10][N:11]1[CH2:12][C:13]([CH3:19])([CH3:20])[O:14][C:15]([CH3:17])([CH3:18])[CH2:16]1. Reactants: COC1=CC=C(N)C=C1 (4-methoxyaniline), ClC=1C=CC(=C(C=O)C1)[N+](=O)[O-] (5-chloro-2-nitrobenzaldehyde). Product: ClC1=CC2=CN(N=C2C=C1)C1=CC=C(C=C1)O (4-(5-chloro-2H-indazol-2-yl)phenol). Reaction SMILES: C[O:2][C:3]1[CH:9]=[CH:8][C:6]([NH2:7])=[CH:5][CH:4]=1.[Cl:10][C:11]1[CH:12]=[CH:13][C:14]([N+:19]([O-])=O)=[C:15]([CH:18]=1)[CH:16]=O>>[Cl:10][C:11]1[CH:12]=[CH:13][C:14]2[C:15](=[CH:16][N:7]([C:6]3[CH:8]=[CH:9][C:3]([OH:2])=[CH:4][CH:5]=3)[N:19]=2)[CH:18]=1. Reported procedure: 4-(5-chloro-2H-indazol-2-yl)phenol was prepared using a method analogous to that described for Intermediate (Q10), starting from 4-methoxyaniline and 5-chloro-2-nitrobenzaldehyde. Yellow solid. 1HNMR (400 MHz Methanol-d4) δ 8.60 (d, J=1.6 Hz, 1H), 7.71-7.75 (m, 3H), 7.65 (d, J=9.2 Hz, 1H), 727 (dd, J=9.2, 2.0 Hz, 1H), 6.95 (d, J=8.8 Hz, 2H).